From a dataset of the Open Reaction Database (ORD), a public repository of structured organic reaction records. describe an organic reaction: reactants, conditions, products, and yield Starting materials: COC(C1=CC(=C(C(=O)NC2=C(C(=CC(=C2)F)Br)C)C=C1)F)=O (N-(3-Bromo-5-fluoro-2-methyl-phenyl)-3-fluoro-terephthalamic acid methyl ester), C(C)(C)(C)C1=CC=C(C(=O)Cl)C=C1 (4-tert-butyl-benzoyl chloride). Yields the product BrC=1C(=C(C=C(C1)F)NC(C1=CC=C(C=C1)C(C)(C)C)=O)C (N-(3-Bromo-5-fluoro-2-methyl-phenyl)-4-tert-butyl-benzamide). Reaction SMILES: COC(=O)C1C=CC(C([NH:10][C:11]2[CH:16]=[C:15]([F:17])[CH:14]=[C:13]([Br:18])[C:12]=2[CH3:19])=O)=C(F)C=1.[C:24]([C:28]1[CH:36]=[CH:35][C:31]([C:32](Cl)=[O:33])=[CH:30][CH:29]=1)([CH3:27])([CH3:26])[CH3:25]>>[Br:18][C:13]1[C:12]([CH3:19])=[C:11]([NH:10][C:32](=[O:33])[C:31]2[CH:35]=[CH:36][C:28]([C:24]([CH3:27])([CH3:26])[CH3:25])=[CH:29][CH:30]=2)[CH:16]=[C:15]([F:17])[CH:14]=1. Procedure: Intermediate 37 was prepared analogue to Intermediate 34 by replacing Intermediate 33 with 4-tert-butyl-benzoyl chloride. The reactants are O1CCSC=C1C(C(=O)O)=NOC (2-(2,3-Dihydro-1,4-oxathiin-6-yl)-2-methoxyiminoacetic acid), NC1[C@@H]2N(C(=C(CS2)CSC2=NN=NN2C)C(=O)O)C1=O (7-amino-3-(1-methyl-1H-tetrazol-5-yl)thiomethyl-3-cephem-4-carboxylic acid). Yields the product O1CCSC=C1C(C(=O)NC1[C@@H]2N(C(=C(CS2)CSC2=NN=NN2C)C(=O)O)C1=O)=NOC (7-[2-(2,3-Dihydro-1,4-oxathiin-6-yl)-2-methoxyiminoacetamido]-3-(1-methyl-1H-tetrazol-5-yl)thiomethyl-3-cephem-4-carboxylic acid). RXN SMILES: [O:1]1[C:6]([C:7](=[N:11][O:12][CH3:13])[C:8]([OH:10])=O)=[CH:5][S:4][CH2:3][CH2:2]1.[NH2:14][CH:15]1[C:33](=[O:34])[N:17]2[C:18]([C:30]([OH:32])=[O:31])=[C:19]([CH2:22][S:23][C:24]3[N:28]([CH3:29])[N:27]=[N:26][N:25]=3)[CH2:20][S:21][C@H:16]12>>[O:1]1[C:6]([C:7](=[N:11][O:12][CH3:13])[C:8]([NH:14][CH:15]2[C:33](=[O:34])[N:17]3[C:18]([C:30]([OH:32])=[O:31])=[C:19]([CH2:22][S:23][C:24]4[N:28]([CH3:29])[N:27]=[N:26][N:25]=4)[CH2:20][S:21][C@H:16]23)=[O:10])=[CH:5][S:4][CH2:3][CH2:2]1. Procedure: 2-(2,3-Dihydro-1,4-oxathiin-6-yl)-2-methoxyiminoacetic acid (syn isomer, 1 g.) was allowed to react with 7-amino-3-(1-methyl-1H-tetrazol-5-yl)thiomethyl-3-cephem-4-carboxylic acid (2 g.) in a similar manner to that of Example 1 to give the captioned compound (2.0 g.), pale yellow powder, mp. 145° to 150° C. (dec.). Reactants: solution, N (ammonia), O1CCOC12C(CCCC2)NC(SC)=NC2=CSC=C2C (1-(1,4-dioxaspiro[4.5]dec-6-yl)-2-methyl-3-(4-methylthiophen-3-yl)isothiourea). Run in CO (methanol). Conditions: temperature 100 celsius. Yields the product O1CCOC12C(CCCC2)NC(=N)NC2=CSC=C2C (N-(1,4-Dioxaspiro[4.5]dec-6-yl)-N′-(4-methylthiophen-3-yl)guanidine). RXN SMILES: [NH3:1].[O:2]1[C:6]2([CH2:11][CH2:10][CH2:9][CH2:8][CH:7]2[NH:12][C:13](=[N:16][C:17]2[C:21]([CH3:22])=[CH:20][S:19][CH:18]=2)SC)[O:5][CH2:4][CH2:3]1>CO>[O:2]1[C:6]2([CH2:11][CH2:10][CH2:9][CH2:8][CH:7]2[NH:12][C:13]([NH:16][C:17]2[C:21]([CH3:22])=[CH:20][S:19][CH:18]=2)=[NH:1])[O:5][CH2:4][CH2:3]1. Reported procedure: In a ReactiVial, a 7 M solution of ammonia in methanol (2 ml) was added to 1-(1,4-dioxaspiro[4.5]dec-6-yl)-2-methyl-3-(4-methylthiophen-3-yl)isothiourea (58.8 mg), and the mixture was heated in a sand bath at about 100° C. for 16 hours. Removal of the solvent gave a residue of 51 mg of an oily product which was directly reacted further. The reactants are BrCC=1C=C2C=CC(N(C2=CC1)C)=O (6-bromomethyl-1,2-dihydro-1-methylquinolin-2-one), OC1=C(C=C(C=C1)C1(CCOCC1)OC)OC (4-(4-hydroxy-3-methoxyphenyl)-4-methoxytetrahydropyran). Product: CN1C(C=CC2=CC(=CC=C12)COC1=C(C=C(C=C1)C1(CCOCC1)OC)OC)=O (4-[4-(1,2-dihydro-1-methyl-2-oxoquinolin-6-ylmethoxy)-3-methoxyphenyl]-4-methoxytetrahydropyran). Yield: 49.0%. As a reaction SMILES: Br[CH2:2][C:3]1[CH:4]=[C:5]2[C:10](=[CH:11][CH:12]=1)[N:9]([CH3:13])[C:8](=[O:14])[CH:7]=[CH:6]2.[OH:15][C:16]1[CH:21]=[CH:20][C:19]([C:22]2([O:28][CH3:29])[CH2:27][CH2:26][O:25][CH2:24][CH2:23]2)=[CH:18][C:17]=1[O:30][CH3:31]>>[CH3:13][N:9]1[C:10]2[C:5](=[CH:4][C:3]([CH2:2][O:15][C:16]3[CH:21]=[CH:20][C:19]([C:22]4([O:28][CH3:29])[CH2:23][CH2:24][O:25][CH2:26][CH2:27]4)=[CH:18][C:17]=3[O:30][CH3:31])=[CH:12][CH:11]=2)[CH:6]=[CH:7][C:8]1=[O:14]. Procedure: Using the procedure described in Example 1, 6-bromomethyl-1,2-dihydro-1-methylquinolin-2-one was reacted with 4-(4-hydroxy-3-methoxyphenyl)-4-methoxytetrahydropyran to give 4-[4-(1,2-dihydro-1-methyl-2-oxoquinolin-6-ylmethoxy)-3-methoxyphenyl]-4-methoxytetrahydropyran in 49% yield, m.p. 172°-173° C. (recrystallised from ethyl acetate). Reactants: C(C1=CC=CC=C1)OCN1C(N([C@H]2[C@H](O)[C@H](O)[C@@H](CO)O2)C=C(C1=O)C)=O (3-benzyloxymethyl-5-methyluridine), [H-].[Na+] (NaH), BrCCCCCl (1-Bromo-4-chlorobutane). Run at time 16 hour. The product is C(C1=CC=CC=C1)OCN1C(N([C@H]2[C@H](OCCCCCl)[C@H](O)[C@@H](CO)O2)C=C(C1=O)C)=O (3-Benzyloxymethyl-5-methyl-2′-O-(4-chlorobutyl)uridine). Yield: 41.0%. Reaction SMILES: [CH2:1]([O:8][CH2:9][N:10]1[C:24](=[O:25])[C:23]([CH3:26])=[CH:22][N:12]([C@@H:13]2[O:21][C@H:18]([CH2:19][OH:20])[C@@H:16]([OH:17])[C@H:14]2[OH:15])[C:11]1=[O:27])[C:2]1[CH:7]=[CH:6][CH:5]=[CH:4][CH:3]=1.[H-].[Na+].Br[CH2:31][CH2:32][CH2:33][CH2:34][Cl:35]>>[CH2:1]([O:8][CH2:9][N:10]1[C:24](=[O:25])[C:23]([CH3:26])=[CH:22][N:12]([C@@H:13]2[O:21][C@H:18]([CH2:19][OH:20])[C@@H:16]([OH:17])[C@H:14]2[O:15][CH2:31][CH2:32][CH2:33][CH2:34][Cl:35])[C:11]1=[O:27])[C:2]1[CH:3]=[CH:4][CH:5]=[CH:6][CH:7]=1 |f:1.2|. Reported procedure: A solution of 3-benzyloxymethyl-5-methyluridine (25.9 g, 68 mmol) was treated with NaH (60% oil, 7.9 g, 200 mmol) for 1 hr at room temp. 1-Bromo-4-chlorobutane (19.7 g, 115 mmol) was added slowly and the reaction stirred at room temp. for 16 hrs. The reaction was then quenched (MeOH), concentrated in vacuo and the residue chromatographed on silica gel CHCl3/MeOH 95/5 to give the title compound in 41% yield. 1H NMR (DMSO-d6) δ 5.87 (d, 1H, C1′H). Reactants: CC(C)(C)C1=CC(=O)C=C(C(C)(C)C)C1=O, CCCCCC, Nc1ccc(CCC(=O)O)cc1, C1CCOC1. Yields the product CC(C)(C)C1=CC(=Nc2ccc(CCC(=O)O)cc2)C=C(C(C)(C)C)C1=O. As a reaction SMILES: [C:1]([CH3:2])([CH3:3])([CH3:4])[C:5]1=[CH:10][C:9](=[O:11])[CH:8]=[C:7]([C:12]([CH3:13])([CH3:14])[CH3:15])[C:6]1=[O:16].[CH3:34][CH2:35][CH2:36][CH2:37][CH2:38][CH3:39].[NH2:17][c:18]1[cH:19][cH:20][c:21]([CH2:24][CH2:25][C:26](=[O:27])[OH:28])[cH:22][cH:23]1.[O:29]1[CH2:30][CH2:31][CH2:32][CH2:33]1>>[C:1]([CH3:2])([CH3:3])([CH3:4])[C:5]1=[CH:10][C:9](=[N:17][c:18]2[cH:19][cH:20][c:21]([CH2:24][CH2:25][C:26](=[O:27])[OH:28])[cH:22][cH:23]2)[CH:8]=[C:7]([C:12]([CH3:13])([CH3:14])[CH3:15])[C:6]1=[O:16]. Starting materials: C(C)OC(=O)C1=CN2C(CC(C3=C2C(C1=O)=CC(=C3N3CC(NCC3)C)F)=O)C (9-fluoro-5-methyl-8-(3-methyl-1-piperazinyl)-6,7-dihydro-1, 7-dioxo-1H, 5H-benzo[ij]quinolizine-2-carboxylic acid ethyl ester), N (ammonia). The solvent is C(C)O (ethanol), Cl (hydrochloric acid). Reaction conditions: time 5 hour. The product is FC1=C(C=2C(CC(N3C=C(C(C(C23)=C1)=O)C(=O)O)C)=O)N1CC(NCC1)C (9-fluoro-5-methyl-8-(3-methyl-1-piperazinyl)-6,7-dihydro-1, 7-dioxo-1H, 5H-benzo[ij]quinolizine-2-carboxylic acid). Isolated yield 72.0%. Reaction SMILES: C([O:3][C:4]([C:6]1[C:15](=[O:16])[C:14]2=[CH:17][C:18]([F:27])=[C:19]([N:20]3[CH2:25][CH2:24][NH:23][CH:22]([CH3:26])[CH2:21]3)[C:12]3=[C:13]2[N:8]([CH:9]([CH3:29])[CH2:10][C:11]3=[O:28])[CH:7]=1)=[O:5])C.N>C(O)C.Cl>[F:27][C:18]1[CH:17]=[C:14]2[C:13]3[N:8]([CH:7]=[C:6]([C:4]([OH:5])=[O:3])[C:15]2=[O:16])[CH:9]([CH3:29])[CH2:10][C:11](=[O:28])[C:12]=3[C:19]=1[N:20]1[CH2:25][CH2:24][NH:23][CH:22]([CH3:26])[CH2:21]1. Procedure details: 4.01 g (0.01 mole) of 9-fluoro-5-methyl-8-(3-methyl-1-piperazinyl)-6,7-dihydro-1, 7-dioxo-1H, 5H-benzo[ij]quinolizine-2-carboxylic acid ethyl ester was suspended in a mixture of 20 ml of ethanol and 20 ml of 6N hydrochloric acid, and this suspension was stirred at 80°-90° C. for 5 hours to hydrolyze the starting material. The resulting reaction solution was adjusted to pH 7-8 by the addition of 28% aqueous ammonia under cooling with ice. The precipitate which separated out was collected by filtr... Starting materials: ClC1=CC=NC2=CC(=CC=C12)Cl (4,7-Dichloroquinoline), C(C)(C)(C)OC(=O)N(C1CNCC1)C (3-[tert-butoxycarbonyl(methyl)amino]pyrrolidine), N12CCN(CC1)CC2 (1,4-diazabicyclo[2.2.2]octane). Solvent: CCO (EtOH). The product is C(C)(C)(C)OC(=O)N(C1CN(CC1)C1=CC=NC2=CC(=CC=C12)Cl)C (4-[3-[tert-Butoxycarbonyl(methyl)amino]pyrrolidin1-yl]-7-chloroquinoline). RXN SMILES: Cl[C:2]1[C:11]2[C:6](=[CH:7][C:8]([Cl:12])=[CH:9][CH:10]=2)[N:5]=[CH:4][CH:3]=1.[C:13]([O:17][C:18]([N:20]([CH3:26])[CH:21]1[CH2:25][CH2:24][NH:23][CH2:22]1)=[O:19])([CH3:16])([CH3:15])[CH3:14].N12CCN(CC1)CC2>CCO>[C:13]([O:17][C:18]([N:20]([CH3:26])[CH:21]1[CH2:25][CH2:24][N:23]([C:2]2[C:11]3[C:6](=[CH:7][C:8]([Cl:12])=[CH:9][CH:10]=3)[N:5]=[CH:4][CH:3]=2)[CH2:22]1)=[O:19])([CH3:16])([CH3:15])[CH3:14]. Reported procedure: 4,7-Dichloroquinoline (0.49 g, 2.0 mmol), 3-[tert-butoxycarbonyl(methyl)amino]pyrrolidine (1.96 mL, 10.0 mmol) and 1,4-diazabicyclo[2.2.2]octane (1.12 g, 10.0 mmol) are heated in EtOH for 15 h at reflux. The reaction mixture is concentrated, diluted with EtOAc, washed with water, dried (MgSO4), and concentrated. The residue is purified by column chromatography with hexane-EtOAc yielding the title product as a colorless solid. Reactants: [Cl-].[NH4+] (ammonium chloride), C(C)(C)(C)OC(=O)N1CC2=C(CC1)NC(=C2)C(=O)N2CCN(CC2)S(=O)(=O)C2=CC1=CC=C(C=C1C=C2)Cl (5-(t-butoxycarbonyl)-2-[[4-[(6-chloronaphthalen-2-yl)sulfonyl]piperazin-1-yl]carbonyl]-4,5,6,7-tetrahydro-1H-pyrrolo[3,2-c]pyridine), [H-].[Na+] (sodium hydride), CI (methyl iodide). Solvent: O (water), C(Cl)Cl (methylene chloride), CN(C=O)C (N,N-dimethylformamide). Conditions: time 10 minute. The product is C(C)(C)(C)OC(=O)N1CC2=C(CC1)N(C(=C2)C(=O)N2CCN(CC2)S(=O)(=O)C2=CC1=CC=C(C=C1C=C2)Cl)C (5-(t-Butoxycarbonyl)-2-[[4-[(6-chloronaphthalen-2-yl)sulfonyl]piperazin-1-yl]carbonyl]-1-methyl-4,5,6,7-tetrahydro-1H-pyrrolo[3,2-c]pyridine). RXN SMILES: [C:1]([O:5][C:6]([N:8]1[CH2:13][CH2:12][C:11]2[NH:14][C:15]([C:17]([N:19]3[CH2:24][CH2:23][N:22]([S:25]([C:28]4[CH:37]=[CH:36][C:35]5[C:30](=[CH:31][CH:32]=[C:33]([Cl:38])[CH:34]=5)[CH:29]=4)(=[O:27])=[O:26])[CH2:21][CH2:20]3)=[O:18])=[CH:16][C:10]=2[CH2:9]1)=[O:7])([CH3:4])([CH3:3])[CH3:2].[H-].[Na+].[CH3:41]I.[Cl-].[NH4+]>CN(C)C=O.O.C(Cl)Cl>[C:1]([O:5][C:6]([N:8]1[CH2:13][CH2:12][C:11]2[N:14]([CH3:41])[C:15]([C:17]([N:19]3[CH2:24][CH2:23][N:22]([S:25]([C:28]4[CH:37]=[CH:36][C:35]5[C:30](=[CH:31][CH:32]=[C:33]([Cl:38])[CH:34]=5)[CH:29]=4)(=[O:26])=[O:27])[CH2:21][CH2:20]3)=[O:18])=[CH:16][C:10]=2[CH2:9]1)=[O:7])([CH3:4])([CH3:2])[CH3:3] |f:1.2,4.5|. Procedure details: To a solution of 5-(t-butoxycarbonyl)-2-[[4-[(6-chloronaphthalen-2-yl)sulfonyl]piperazin-1-yl]carbonyl]-4,5,6,7-tetrahydro-1H-pyrrolo[3,2-c]pyridine (33.0 mg) in N,N-dimethylformamide (15 ml), sodium hydride (60% in oil, 3.5 mg) was added at 0° C. After stirring for 10 minutes, methyl iodide (4.5 μl) was added and the resulting mixture was stirred at 0° C. for 1 hour. To the reaction mixture, a saturated aqueous solution (10 ml) of ammonium chloride, methylene chloride (20 ml) and water (30 ml) ...